Dataset: the Open Reaction Database (ORD), a public repository of structured organic reaction records. Task: describe an organic reaction: reactants, conditions, products, and yield Procedure: (rac)-1,1,1-Trifluoro-2-propanol (Oakwood) (189.30 g, 1.66 mole) in N,N-dimethylacetamide (200 mL) was added to a stirred, ice-bath cooled mixture of hexanes washed sodium hydride (60% dispersion in mineral oil) (Aldrich) (66.40 g, 1.66 mole) and N,N-dimethylacetamide (1900 mL) under nitrogen. The reaction was stirred at ambient temperature (5-20° C.) for 0.5 hour. 3-Fluorophenoxathiin 10,10-dioxide (Example 47) (277.78 g, 1.11 mole) in N,N-dimethylacetamide (1800 mL) was added at a bath tempera... The yield is 79.7%. Reaction SMILES: [F:1][C:2]([F:7])([F:6])[CH:3]([OH:5])[CH3:4].[H-].[Na+].F[C:11]1[CH:12]=[CH:13][C:14]2[S:15](=[O:26])(=[O:25])[C:16]3[C:21]([O:22][C:23]=2[CH:24]=1)=[CH:20][CH:19]=[CH:18][CH:17]=3.O>CN(C)C(=O)C>[F:1][C:2]([F:7])([F:6])[CH:3]([CH3:4])[O:5][C:11]1[CH:12]=[CH:13][C:14]2[S:15](=[O:25])(=[O:26])[C:16]3[C:21]([O:22][C:23]=2[CH:24]=1)=[CH:20][CH:19]=[CH:18][CH:17]=3 |f:1.2|. Starting materials: FC=1C=CC=2S(C3=CC=CC=C3OC2C1)(=O)=O (3-Fluorophenoxathiin 10,10-dioxide), O (water), FC(C(C)O)(F)F ((rac)-1,1,1-Trifluoro-2-propanol), [H-].[Na+] (sodium hydride). Reaction conditions: temperature 12.5 celsius, time 0.5 hour. Yields the product FC(C(OC=1C=CC=2S(C3=CC=CC=C3OC2C1)(=O)=O)C)(F)F ((rac)-3-(2,2,2-trifluoro-1-methylethoxy)phenoxathiin 10,10-dioxide). Run in CN(C(C)=O)C (N,N-dimethylacetamide), hexanes, CN(C(C)=O)C (N,N-dimethylacetamide), CN(C(C)=O)C (N,N-dimethylacetamide). The reactants are FC(CCOCCC(F)(F)F)(F)F (3,3,3-trifluoropropyl ether), C1=CC=CC=C1 (benzene), F (hydrogen fluoride). Run in O (water). Yields the product FC(CCOCCC(F)(F)F)(F)F (3,3,3-trifluoropropyl ether), C(=C)(F)F (vinylidene fluoride), C=O (formaldehyde), F (hydrogen fluoride). RXN SMILES: [F:1][C:2]([F:13])([F:12])[CH2:3][CH2:4][O:5][CH2:6][CH2:7][C:8]([F:11])([F:10])[F:9].C1C=CC=CC=1.[FH:20]>O>[F:1][C:2]([F:12])([F:13])[CH2:3][CH2:4][O:5][CH2:6][CH2:7][C:8]([F:9])([F:11])[F:10].[C:2]([F:12])([F:1])=[CH2:3].[CH2:4]=[O:5].[FH:20]. Reported procedure: In prior arts, it is unknown reaction system that mono-, bis- or tris(3,3,3-trifluoropropyl)benzene is producing from 3,3,3-trifluoropropylene and benzene by Friedel-Crafts type reaction. As a process for producing 3,3,3-trifluoropropylbenzene, a certain process has been proposed in U.S. Pat. No. 3,080,428, in which process 3,3,3-trifluoropropyl ether is brought into reaction with benzene in the presence of hydrogen fluoride. However, since in the proposed process, water is formed from the react... As a reaction SMILES: [CH2:37]1[O:38][CH2:39][CH2:40][CH2:41]1.[CH3:30][C:31](=[O:32])[O:33][C:34](=[O:35])[CH3:36].[NH2:1][c:2]1[cH:3][cH:4][c:5]([CH:8]=[CH:9][C:10](=[O:11])[N:12]([CH2:13][c:14]2[n:15]([CH3:23])[c:16]3[cH:17][cH:18][cH:19][cH:20][c:21]3[cH:22]2)[CH3:24])[cH:6][n:7]1.[Na+:29].[O-:25][C:26]([OH:27])=[O:28]>>[NH:1]([c:2]1[cH:3][cH:4][c:5]([CH:8]=[CH:9][C:10](=[O:11])[N:12]([CH2:13][c:14]2[n:15]([CH3:23])[c:16]3[cH:17][cH:18][cH:19][cH:20][c:21]3[cH:22]2)[CH3:24])[cH:6][n:7]1)[C:31]([CH3:30])=[O:32]. The product is CC(=O)Nc1ccc(C=CC(=O)N(C)Cc2cc3ccccc3n2C)cn1. Reactants: C1CCOC1, CC(=O)OC(C)=O, CN(Cc1cc2ccccc2n1C)C(=O)C=Cc1ccc(N)nc1, [Na+], O=C([O-])O. The reactants are mixture, N[C@@]1([C@@H]2[C@]([C@@H]2C[C@H]1OCC1=CC(=C(C=C1)Cl)Cl)(C(=O)N)F)C#N ((1R,2S,3R,5R,6R)-2-amino-2-cyano-3-[(3,4-dichloro benzyl)oxy]-6-fluoro bicyclo[3.1.0]hexane-6-carboxamide), N[C@]1([C@@H]2[C@]([C@@H]2C[C@H]1OCC1=CC(=C(C=C1)Cl)Cl)(C(=O)N)F)C#N ((1R,2R,3R,5R,6R)-2-amino-2-cyano-3-[(3,4-dichloro benzyl)oxy]-6-fluoro bicyclo[3.1.0]hexane-6-carboxamide), C1(=CC=C(C=C1)S(=O)(=O)O)C (p-toluene sulfonic acid). Run in C(C)(=O)OCC (ethyl acetate). Reaction conditions: time 20 minute. The product is C1(=CC=C(C=C1)S(=O)(=O)O)C.N[C@@]1([C@@H]2[C@]([C@@H]2C[C@H]1OCC1=CC(=C(C=C1)Cl)Cl)(C(=O)N)F)C#N ((1R,2S,3R,5R,6R)-2-amino-2-cyano-3-[(3,4-dichloro benzyl)oxy]-6-fluoro bicyclo[3.1.0]hexane-6-carboxamide p-toluene sulfonate). Reaction SMILES: [NH2:1][C@@:2]1([C:22]#[N:23])[C@H:7]([O:8][CH2:9][C:10]2[CH:15]=[CH:14][C:13]([Cl:16])=[C:12]([Cl:17])[CH:11]=2)[CH2:6][C@@H:5]2[C@H:3]1[C@@:4]2([F:21])[C:18]([NH2:20])=[O:19].N[C@]1(C#N)[C@H](OCC2C=CC(Cl)=C(Cl)C=2)C[C@@H]2[C@H]1[C@@]2(F)C(N)=O.[C:47]1([CH3:57])[CH:52]=[CH:51][C:50]([S:53]([OH:56])(=[O:55])=[O:54])=[CH:49][CH:48]=1>C(OCC)(=O)C>[C:47]1([CH3:57])[CH:48]=[CH:49][C:50]([S:53]([OH:56])(=[O:54])=[O:55])=[CH:51][CH:52]=1.[NH2:1][C@@:2]1([C:22]#[N:23])[C@H:7]([O:8][CH2:9][C:10]2[CH:15]=[CH:14][C:13]([Cl:16])=[C:12]([Cl:17])[CH:11]=2)[CH2:6][C@@H:5]2[C@H:3]1[C@@:4]2([F:21])[C:18]([NH2:20])=[O:19] |f:4.5|. Procedure details: To ethyl acetate (5 mL) solution containing 251.7 mg of the mixture of ((1R,2S,3R,5R,6R)-2-amino-2-cyano-3-[(3,4-dichloro benzyl)oxy]-6-fluoro bicyclo[3.1.0]hexane-6-carboxamide (6a) and (1R,2R,3R,5R,6R)-2-amino-2-cyano-3-[(3,4-dichloro benzyl)oxy]-6-fluoro bicyclo[3.1.0]hexane-6-carboxamide (8a) [containing (6a): 172.0 mg and (8a): 75.3 mg], 139.4 mg (content: 98 wt %) of p-toluene sulfonic acid was added and stirred for 18 hrs and 20 min at room temperature. The resulting slurry was filtered u... Reactants: C1(CC(CCC1)C(=O)O)C(=O)O (1,3-Cyclohexane dicarboxylic acid), O.Cl (monohydrochloride monohydrate), C(C)(=O)OC(C)=O (acetic anhydride), NCCCCN1CCN(CC1)C1=NC=CN=C1 (1-(4-Aminobutyl)-4-(2-pyrazinyl)piperazine). Solvent: O (water), C=1(C(=CC=CC1)C)C (xylene). Reaction conditions: time 30 minute. The product is N1=C(C=NC=C1)N1CCN(CC1)CCCCN1C(C2CCCC(C1=O)C2)=O (3-[4-[4-(2-Pyrazinyl)-1-piperazinyl]butyl]-3-azabicyclo[3.3.1]nonane-2,4-dione). Reaction SMILES: [CH:1]1([C:10]([OH:12])=O)[CH2:6][CH2:5][CH2:4][CH:3]([C:7]([OH:9])=O)[CH2:2]1.C(OC(=O)C)(=O)C.[NH2:20][CH2:21][CH2:22][CH2:23][CH2:24][N:25]1[CH2:30][CH2:29][N:28]([C:31]2[CH:36]=[N:35][CH:34]=[CH:33][N:32]=2)[CH2:27][CH2:26]1.O.Cl>O.C1(C)C(C)=CC=CC=1>[N:32]1[CH:33]=[CH:34][N:35]=[CH:36][C:31]=1[N:28]1[CH2:27][CH2:26][N:25]([CH2:24][CH2:23][CH2:22][CH2:21][N:20]2[C:7](=[O:9])[CH:3]3[CH2:2][CH:1]([CH2:6][CH2:5][CH2:4]3)[C:10]2=[O:12])[CH2:30][CH2:29]1 |f:3.4|. Reported procedure: 1,3-Cyclohexane dicarboxylic acid (1.65 g., 9.6 mmole) was dissolved in 75 ml. of acetic anhydride and refluxed for 3 hours under N2. The solvent was removed in vacuum and replaced with 250 ml. of methylene chloride. 1-(4-Aminobutyl)-4-(2-pyrazinyl)piperazine (2.35 g., 10 mmole) was added and the mixture was stirred for 30 minutes at room temperature. The solvent was then replaced with 200 ml. xylene and the mixture was refluxed for 24 hours with water removal via a Dean-Stark trap. The product ... Starting materials: CN(C)C=O, COC(=O)c1ccc2sccc2c1, ClCCCl, O=S(=O)=O, O=S(Cl)Cl. Yields the product COC(=O)c1ccc2scc(S(=O)(=O)Cl)c2c1. Reaction SMILES: [CH3:14][N:15]([CH3:16])[CH:17]=[O:18].[CH3:1][O:2][C:3](=[O:4])[c:5]1[cH:6][c:7]2[c:8]([s:9][cH:10][cH:11]2)[cH:12][cH:13]1.[Cl:27][CH2:28][CH2:29][Cl:30].[S:19](=[O:20])(=[O:21])=[O:22].[S:23]([Cl:24])([Cl:25])=[O:26]>>[CH3:1][O:2][C:3](=[O:4])[c:5]1[cH:6][c:7]2[c:8]([s:9][cH:10][c:11]2[S:19](=[O:20])(=[O:22])[Cl:25])[cH:12][cH:13]1. Starting materials: COC(=O)C=1[C@@H](N=C(NC1CBr)C=1SC=CN1)C1=C(C=C(C=C1)F)Cl ((R)-6-bromomethyl-4-(2-chloro-4-fluoro-phenyl)-2-thiazol-2-yl-1,4-dihydro-pyrimidine-5-carboxylic acid methyl ester), ClC1=C(C=O)C=CC=C1 (2-chlorobenzaldehyde). Yields the product BrCC1=C([C@@H](N=C(N1)C=1SC=CN1)C1=C(C=CC=C1)Cl)C(=O)OC (methyl (4R)-6-(bromomethyl)-4-(2-chlorophenyl)-2-thiazol-2-yl-1,4-dihydropyrimidine-5-carboxylate). Reaction SMILES: [CH3:1][O:2][C:3]([C:5]1[C@H:6]([C:18]2[CH:23]=[CH:22][C:21](F)=[CH:20][C:19]=2[Cl:25])[N:7]=[C:8]([C:13]2[S:14][CH:15]=[CH:16][N:17]=2)[NH:9][C:10]=1[CH2:11][Br:12])=[O:4].ClC1C=CC=CC=1C=O>>[Br:12][CH2:11][C:10]1[NH:9][C:8]([C:13]2[S:14][CH:15]=[CH:16][N:17]=2)=[N:7][C@@H:6]([C:18]2[CH:23]=[CH:22][CH:21]=[CH:20][C:19]=2[Cl:25])[C:5]=1[C:3]([O:2][CH3:1])=[O:4]. Reported procedure: Compound C-2 was prepared in analogy to compound C by using 2-chlorobenzaldehyde instead of 2-chloro-4-fluorobenzaldehyde. Reactants: C(C)(C)(C)OC(C(C(=O)C)OC(C)=O)=O (Tert-butyl-2-acetoxy-acetoacetate), [H-].[Na+] (NaH), C(CCCCC)Br (hexylbromide). The solvent is CN(C)C=O (DMF). Yields the product C(C)(C)(C)OC(C(CCCCCC)(C(C)=O)OC(C)=O)=O (2-acetoxy-2-acetyl-octanoic-acid-tert-butylester). Isolated yield 70.8%. As a reaction SMILES: [C:1]([O:5][C:6](=[O:15])[CH:7]([O:11][C:12](=[O:14])[CH3:13])[C:8]([CH3:10])=[O:9])([CH3:4])([CH3:3])[CH3:2].[H-].[Na+].[CH2:18](Br)[CH2:19][CH2:20][CH2:21][CH2:22][CH3:23]>CN(C=O)C>[C:1]([O:5][C:6](=[O:15])[C:7]([O:11][C:12](=[O:14])[CH3:13])([C:8](=[O:9])[CH3:10])[CH2:18][CH2:19][CH2:20][CH2:21][CH2:22][CH3:23])([CH3:2])([CH3:3])[CH3:4] |f:1.2|. Procedure: According to the general alkylation method, tert-butyl-2-acetoxy-aceto-acetate (219a) (1.08 g, 5.00 mmol), NaH (156 mg, 6.5 mmol) and hexylbromide (702 μL, 825 mg, 5.00 mmol) were reacted in DMF (10 mL) to give 2-acetoxy-2-acetyl-octanoic-acid-tert-butylester (250k) (1063 mg, 3.54 mmol, 71%) as a slightly yellow oil. Then, 250k (2.19 g, 7.29 mmol) and 139 mg (0.73 mmol) p-TsOH.H2O were stirred in 22.0 mL benzene according to decarboxylation method A. Kugelrohr distillation at 0.8 mbar and 80° C.... Starting materials: Cl.Cl.N1CCC(CC1)N1C(NC2=NC=CC=C21)=O (1-(Piperidin-4-yl)-1H-imidazo[4,5-b]pyridin-2(3H)-one dihydrochloride), BrC1=NNC=2C(=CC3=C(C12)CN(C([C@@H](C3)CC(=O)O)=O)CC(F)(F)F)Br ((S)-2-(1,4-Dibromo-8-oxo-9-(2,2,2-trifluoroethyl)-3,6,7,8,9,10-hexahydroazepino[3,4-e]indazol-7-yl)acetic acid), CN(C)C(=[N+](C)C)ON1C2=C(C=CC=C2)N=N1.[B-](F)(F)(F)F (TBTU), C(C)(C)N(C(C)C)CC (N,N-Diisopropylethylamine). Run in CN(C=O)C (N,N-dimethylformamide). Run at time 2.5 hour. Product: BrC1=NNC=2C(=CC3=C(C12)CN(C([C@@H](C3)CC(N3CCC(CC3)N3C(NC1=NC=CC=C13)=O)=O)=O)CC(F)(F)F)Br ((S)-1,4-dibromo-7-(2-oxo-2-(4-(2-oxo-2,3-dihydroimidazo[4,5-b]pyridin-1-yl)piperidin-1-yl)ethyl)-9-(2,2,2-trifluoroethyl)-6,7,9,10-tetrahydroazepino[3,4-e]indazol-8(3H)-one). Yield: 34.0%. As a reaction SMILES: [Br:1][C:2]1[C:10]2[C:9]3[CH2:11][N:12]([CH2:21][C:22]([F:25])([F:24])[F:23])[C:13](=[O:20])[C@H:14]([CH2:16][C:17](O)=[O:18])[CH2:15][C:8]=3[CH:7]=[C:6]([Br:26])[C:5]=2[NH:4][N:3]=1.C(N(CC)C(C)C)(C)C.CN(C(ON1N=NC2C=CC=CC1=2)=[N+](C)C)C.[B-](F)(F)(F)F.Cl.Cl.[NH:60]1[CH2:65][CH2:64][CH:63]([N:66]2[C:74]3[C:69](=[N:70][CH:71]=[CH:72][CH:73]=3)[NH:68][C:67]2=[O:75])[CH2:62][CH2:61]1>CN(C)C=O>[Br:1][C:2]1[C:10]2[C:9]3[CH2:11][N:12]([CH2:21][C:22]([F:25])([F:23])[F:24])[C:13](=[O:20])[C@H:14]([CH2:16][C:17](=[O:18])[N:60]4[CH2:61][CH2:62][CH:63]([N:66]5[C:74]6[C:69](=[N:70][CH:71]=[CH:72][CH:73]=6)[NH:68][C:67]5=[O:75])[CH2:64][CH2:65]4)[CH2:15][C:8]=3[CH:7]=[C:6]([Br:26])[C:5]=2[NH:4][N:3]=1 |f:2.3,4.5.6|. Procedure: (S)-2-(1,4-Dibromo-8-oxo-9-(2,2,2-trifluoroethyl)-3,6,7,8,9,10-hexahydroazepino[3,4-e]indazol-7-yl)acetic acid (51 mg, 0.102 mmol) was dissolved in N,N-dimethylformamide (1.5 mL). N,N-Diisopropylethylamine (90 μl, 0.517 mmol) was added to the mixture followed by TBTU (36.1 mg, 0.112 mmol). 1-(Piperidin-4-yl)-1H-imidazo[4,5-b]pyridin-2(3H)-one dihydrochloride (36.5 mg, 0.125 mmol) was added to the mixture. Reaction stirred at room temperature for 2.5 hours. Reaction was quenched with 50% acetonit...